This data is from the Open Reaction Database (ORD), a public repository of structured organic reaction records. The task is: describe an organic reaction: reactants, conditions, products, and yield The reactants are C1(=CC=CC=C1)C(OC(=O)CON)C1=CC=CC=C1 (O-diphenylmethoxycarbonylmethylhydroxylamine), NC=1SC=C(N1)C(C(=O)O)=O ((2-amino-4-thiazolyl)glyoxylic acid), CO (methanol). Solvent: CN(C=O)C (dimethylformamide). Yields the product NC=1SC=C(N1)/C(/C(=O)O)=N/OCC(=O)OC(C1=CC=CC=C1)C1=CC=CC=C1 (2-(2-amino-4-thiazolyl)-(Z)-2-[(diphenylmethoxycarbonylmethoxy)imino]acetic acid). Isolated yield 76.1%. RXN SMILES: [C:1]1([CH:7]([C:14]2[CH:19]=[CH:18][CH:17]=[CH:16][CH:15]=2)[O:8][C:9]([CH2:11][O:12][NH2:13])=[O:10])[CH:6]=[CH:5][CH:4]=[CH:3][CH:2]=1.[NH2:20][C:21]1[S:22][CH:23]=[C:24]([C:26](=O)[C:27]([OH:29])=[O:28])[N:25]=1.CO>CN(C)C=O>[NH2:20][C:21]1[S:22][CH:23]=[C:24](/[C:26](=[N:13]/[O:12][CH2:11][C:9]([O:8][CH:7]([C:14]2[CH:19]=[CH:18][CH:17]=[CH:16][CH:15]=2)[C:1]2[CH:2]=[CH:3][CH:4]=[CH:5][CH:6]=2)=[O:10])/[C:27]([OH:29])=[O:28])[N:25]=1. Procedure details: 16.5 g of O-diphenylmethoxycarbonylmethylhydroxylamine and 9.9 g of (2-amino-4-thiazolyl)glyoxylic acid are stirred for 3 hours at room temperature in 30 ml of dimethylformamide. The reaction mixture is introduced into 500 ml of methanol, and the resultant deposit is filtered off. 18 g of the title compound are obtained as colourless crystals. M.p.: 125°. Reaction conditions: time 10 minute. As a reaction SMILES: [CH2:1]([O:8][NH:9][C:10](=[O:12])[CH3:11])[C:2]1[CH:7]=[CH:6][CH:5]=[CH:4][CH:3]=1.[H-].[Na+].Br[CH2:16][C:17]1[CH:22]=[CH:21][CH:20]=[CH:19][C:18]=1[C:23](=[CH:27][O:28][CH3:29])[C:24]([O-:26])=[O:25].O.[CH3:31]N(C)C=O>>[CH2:1]([O:8][N:9]=[C:10]([O:12][CH2:16][C:17]1[CH:22]=[CH:21][CH:20]=[CH:19][C:18]=1[C:23](=[CH:27][O:28][CH3:29])[C:24]([O:26][CH3:31])=[O:25])[CH3:11])[C:2]1[CH:7]=[CH:6][CH:5]=[CH:4][CH:3]=1 |f:1.2|. Isolated yield 9.2%. The product is C(C1=CC=CC=C1)ON=C(C)OCC1=C(C=CC=C1)C(C(=O)OC)=COC (methyl 2-[2-(1-benzyloxyiminoethyl) oxymethylphenyl]-3-methoxypropenoate). The reactants are O (water), C(C1=CC=CC=C1)ONC(C)=O (N-benzyloxyacetamide), CN(C=O)C (dimethylformamide), [H-].[Na+] (sodium hydride), BrCC1=C(C=CC=C1)C(C(=O)[O-])=COC (2-bromomethylphenyl-3-methoxypropenoate), CN(C=O)C (dimethylformamide). Procedure: A solution of N-benzyloxyacetamide (1.65 g, 10 mmol) in 10 ml of dimethylformamide was cooled down in an ice bath, 60% sodium hydride (0.4 g, 10 mmol) was added thereto, and stirred for 10 minutes. After adding dropwise 20 ml of dimethylformamide solution of 2-bromomethylphenyl-3-methoxypropenoate (2.85 g, 10 mmol), the solution was allowed to react for 15 hours at room temperature. After completion of the reaction, the reaction solution was poured into 200 ml of water, and extracted with ethyla... The reactants are CNC1=CC(=NC=N1)NC=1C=C(C#N)C=CC1 (3-(6-methylamino-pyrimidin-4-ylamino)-benzonitrile), ClC1=C(C(=CC=C1)Cl)N=C=O (2,6-dichlorophenyl isocyanate). The solvent is O1CCOCC1 (dioxane). Reaction conditions: temperature 80 celsius, time 1.5 hour. The product is C(#N)C=1C=C(C=CC1)NC1=CC(=NC=N1)N(C(=O)NC1=C(C=CC=C1Cl)Cl)C (1-[6-(3-Cyano-phenylamino)-pyrimidin-4-yl]-3-(2,6-dichloro-phenyl)-1-methyl-urea). As a reaction SMILES: [CH3:1][NH:2][C:3]1[N:8]=[CH:7][N:6]=[C:5]([NH:9][C:10]2[CH:11]=[C:12]([CH:15]=[CH:16][CH:17]=2)[C:13]#[N:14])[CH:4]=1.[Cl:18][C:19]1[CH:24]=[CH:23][CH:22]=[C:21]([Cl:25])[C:20]=1[N:26]=[C:27]=[O:28]>O1CCOCC1>[C:13]([C:12]1[CH:11]=[C:10]([NH:9][C:5]2[N:6]=[CH:7][N:8]=[C:3]([N:2]([CH3:1])[C:27]([NH:26][C:20]3[C:19]([Cl:18])=[CH:24][CH:23]=[CH:22][C:21]=3[Cl:25])=[O:28])[CH:4]=2)[CH:17]=[CH:16][CH:15]=1)#[N:14]. Reported procedure: A mixture of 3-(6-methylamino-pyrimidin-4-ylamino)-benzonitrile (450.5 mg, 2 mmol), 2,6-dichlorophenyl isocyanate (413.6 mg, 2.2 mmol) in dry dioxane (5 mL) is shaken for 1.5 h at 80° C. and then evaporated in vacuo. The residue is suspended in half-concentrated aqueous K2CO3 solution, filtered off, washed with H2O and acetone and dried in vacuo to afford the title compound.